Dataset: the Open Reaction Database (ORD), a public repository of structured organic reaction records. Task: describe an organic reaction: reactants, conditions, products, and yield Reactants: C1COCCO1, CC(C)(C)[O-], Cl, COc1cn(-c2ccc(I)cc2F)nc(-c2ccnn2-c2ccccc2)c1=O, FC1(F)CNCC1(F)F, [Na+], O=C(C=Cc1ccccc1)C=Cc1ccccc1, O=C(C=Cc1ccccc1)C=Cc1ccccc1, O=C(C=Cc1ccccc1)C=Cc1ccccc1, O, [Pd], [Pd]. Product: COc1cn(-c2ccc(N3CC(F)(F)C(F)(F)C3)cc2F)nc(-c2ccnn2-c2ccccc2)c1=O. As a reaction SMILES: [CH2:46]1[O:47][CH2:48][CH2:49][O:50][CH2:51]1.[CH3:39][C:40]([CH3:41])([O-:42])[CH3:43].[ClH:29].[F:1][c:2]1[c:3](-[n:9]2[n:10][c:11](-[c:18]3[cH:19][cH:20][n:21][n:22]3-[c:23]3[cH:24][cH:25][cH:26][cH:27][cH:28]3)[c:12](=[O:17])[c:13]([O:15][CH3:16])[cH:14]2)[cH:4][cH:5][c:6]([I:8])[cH:7]1.[F:30][C:31]1([F:38])[CH2:32][NH:33][CH2:34][C:35]1([F:36])[F:37].[Na+:44].[O:54]=[C:55]([CH:56]=[CH:57][c:58]1[cH:59][cH:60][cH:61][cH:62][cH:63]1)[CH:64]=[CH:65][c:66]1[cH:67][cH:68][cH:69][cH:70][cH:71]1.[O:72]=[C:73]([CH:74]=[CH:75][c:76]1[cH:77][cH:78][cH:79][cH:80][cH:81]1)[CH:82]=[CH:83][c:84]1[cH:85][cH:86][cH:87][cH:88][cH:89]1.[O:90]=[C:91]([CH:92]=[CH:93][c:94]1[cH:95][cH:96][cH:97][cH:98][cH:99]1)[CH:100]=[CH:101][c:102]1[cH:103][cH:104][cH:105][cH:106][cH:107]1.[OH2:45].[Pd:52].[Pd:53]>>[F:1][c:2]1[c:3](-[n:9]2[n:10][c:11](-[c:18]3[cH:19][cH:20][n:21][n:22]3-[c:23]3[cH:24][cH:25][cH:26][cH:27][cH:28]3)[c:12](=[O:17])[c:13]([O:15][CH3:16])[cH:14]2)[cH:4][cH:5][c:6]([N:33]2[CH2:32][C:31]([F:30])([F:38])[C:35]([F:36])([F:37])[CH2:34]2)[cH:7]1. Procedure details: Following the procedure of Example 1, 5,6-dichloro-1-indanone was reacted with ammonium acetate and sodium cyanoborohydride to yield 5,6-dichloro-1-aminoindane; yield = 670 mg. The crystalline compound was treated with 360 mg. of maleic acid in 25 ml. of isopropanol. The maleate salt crystallized and was separated by filtration. Recrystallization of the salt from a 1:3 isopropanol/ethyl acetate solvent mixture yielded 650 mg. of 5,6-dichloro-1-aminoindane maleate melting at 167°-170° C. As a reaction SMILES: [Cl:1][C:2]1[CH:3]=[C:4]2[C:8](=[CH:9][C:10]=1[Cl:11])[C:7](=O)[CH2:6][CH2:5]2.C([O-])(=O)C.[NH4+].C([BH3-])#[N:19].[Na+]>>[Cl:1][C:2]1[CH:3]=[C:4]2[C:8](=[CH:9][C:10]=1[Cl:11])[CH:7]([NH2:19])[CH2:6][CH2:5]2 |f:1.2,3.4|. The reactants are ClC=1C=C2CCC(C2=CC1Cl)=O (5,6-dichloro-1-indanone), C(C)(=O)[O-].[NH4+] (ammonium acetate), C(#N)[BH3-].[Na+] (sodium cyanoborohydride). The product is ClC=1C=C2CCC(C2=CC1Cl)N (5,6-dichloro-1-aminoindane). The reactants are COC1=C(C(=O)NCCC2=CC=C(C=C2)C2=CC=C(C=C2)O)C=C(C=C1)Cl (4-[2-(2-methoxy-5-chloro-benzamido)-ethyl]-4'-hydroxy-biphenyl), BrC(C(=O)OC)(C)C (methyl 2-bromo-2-methyl-propionate). The product is CC(C(=O)OC)(C)OC1=CC=C(C=C1)C1=CC=C(C=C1)CCNC(C1=C(C=CC(=C1)Cl)OC)=O (Methyl 2-Methyl-2-{4-[2-(2-methoxy-5-chloro-benzamido)-ethyl]biphenyl-4'-oxy}-propionate). Yield: 19.0%. As a reaction SMILES: [CH3:1][O:2][C:3]1[CH:26]=[CH:25][C:24]([Cl:27])=[CH:23][C:4]=1[C:5]([NH:7][CH2:8][CH2:9][C:10]1[CH:15]=[CH:14][C:13]([C:16]2[CH:21]=[CH:20][C:19]([OH:22])=[CH:18][CH:17]=2)=[CH:12][CH:11]=1)=[O:6].Br[C:29]([CH3:35])([CH3:34])[C:30]([O:32][CH3:33])=[O:31]>>[CH3:34][C:29]([O:22][C:19]1[CH:20]=[CH:21][C:16]([C:13]2[CH:12]=[CH:11][C:10]([CH2:9][CH2:8][NH:7][C:5](=[O:6])[C:4]3[CH:23]=[C:24]([Cl:27])[CH:25]=[CH:26][C:3]=3[O:2][CH3:1])=[CH:15][CH:14]=2)=[CH:17][CH:18]=1)([CH3:35])[C:30]([O:32][CH3:33])=[O:31]. Reported procedure: Methyl 2-Methyl-2-{4-[2-(2-methoxy-5-chloro-benzamido)-ethyl]biphenyl-4'-oxy}-propionate was prepared from 4-[2-(2-methoxy-5-chloro-benzamido)-ethyl]-4'-hydroxy-biphenyl and methyl 2-bromo-2-methyl-propionate analogous to Example 1. Yield: 19% of theory; m.p. <20° C.